Dataset: the Open Reaction Database (ORD), a public repository of structured organic reaction records. Task: describe an organic reaction: reactants, conditions, products, and yield Starting materials: CN, CO, COC(=O)Cc1c(C)n(-c2ccnc3cc(Cl)ccc23)c2ccc(OC)cc12. Yields the product CNC(=O)Cc1c(C)n(-c2ccnc3cc(Cl)ccc23)c2ccc(OC)cc12. RXN SMILES: [CH3:29][NH2:30].[CH3:31][OH:32].[Cl:1][c:2]1[cH:3][cH:4][c:5]2[c:6](-[n:12]3[c:13]([CH3:28])[c:14]([CH2:23][C:24]([O:26][CH3:25])=[O:27])[c:15]4[cH:16][c:17]([O:21][CH3:22])[cH:18][cH:19][c:20]34)[cH:7][cH:8][n:9][c:10]2[cH:11]1>>[Cl:1][c:2]1[cH:3][cH:4][c:5]2[c:6](-[n:12]3[c:13]([CH3:28])[c:14]([CH2:23][C:24](=[O:26])[NH:30][CH3:29])[c:15]4[cH:16][c:17]([O:21][CH3:22])[cH:18][cH:19][c:20]34)[cH:7][cH:8][n:9][c:10]2[cH:11]1. The reactants are CCCCOCCOc1ccc(-c2ccc3c(c2)C=C(C(=O)Nc2ccc(SCc4nnc(SC)n4CCC)cc2)CCN3CC(C)C)cc1, ClCCl, [Na+], [Na+], O=C(OO)c1cccc(Cl)c1, O=S([O-])([O-])=S. As a reaction SMILES: [CH2:1]([CH2:2][CH2:3][CH3:4])[O:5][CH2:6][CH2:7][O:8][c:9]1[cH:10][cH:11][c:12](-[c:15]2[cH:16][cH:17][c:18]3[c:19]([cH:50]2)[CH:20]=[C:21]([C:29](=[O:30])[NH:31][c:32]2[cH:33][cH:34][c:35]([S:38][CH2:39][c:40]4[n:41][n:42][c:43]([S:48][CH3:49])[n:44]4[CH2:45][CH2:46][CH3:47])[cH:36][cH:37]2)[CH2:22][CH2:23][N:24]3[CH2:25][CH:26]([CH3:27])[CH3:28])[cH:13][cH:14]1.[Cl:69][CH2:70][Cl:71].[Na+:67].[Na+:68].[OH:51][O:52][C:53]([c:54]1[cH:55][c:56]([Cl:57])[cH:58][cH:59][cH:60]1)=[O:61].[S:62]([O-:63])([O-:64])(=[O:65])=[S:66]>>[CH2:1]([CH2:2][CH2:3][CH3:4])[O:5][CH2:6][CH2:7][O:8][c:9]1[cH:10][cH:11][c:12](-[c:15]2[cH:16][cH:17][c:18]3[c:19]([cH:50]2)[CH:20]=[C:21]([C:29](=[O:30])[NH:31][c:32]2[cH:33][cH:34][c:35]([S:38]([CH2:39][c:40]4[n:41][n:42][c:43]([S:48][CH3:49])[n:44]4[CH2:45][CH2:46][CH3:47])=[O:51])[cH:36][cH:37]2)[CH2:22][CH2:23][N:24]3[CH2:25][CH:26]([CH3:27])[CH3:28])[cH:13][cH:14]1. Product: CCCCOCCOc1ccc(-c2ccc3c(c2)C=C(C(=O)Nc2ccc(S(=O)Cc4nnc(SC)n4CCC)cc2)CCN3CC(C)C)cc1. Starting materials: COc1cccc2c1CC(=O)CC2, CC(C)O, [K+], Cc1ccc(S(=O)(=O)NC(c2ccccc2)C(N)c2ccccc2)cc1, [OH-], Cl[Ru]Cl, c1ccccc1. The product is COc1cccc2c1CC(O)CC2. As a reaction SMILES: [CH3:27][O:28][c:29]1[cH:30][cH:31][cH:32][c:33]2[c:38]1[CH2:37][C:36](=[O:39])[CH2:35][CH2:34]2.[CH:42]([OH:43])([CH3:44])[CH3:45].[K+:41].[NH2:1][CH:2]([c:3]1[cH:4][cH:5][cH:6][cH:7][cH:8]1)[CH:9]([NH:10][S:11]([c:12]1[cH:13][cH:14][c:15]([CH3:16])[cH:17][cH:18]1)(=[O:19])=[O:20])[c:21]1[cH:22][cH:23][cH:24][cH:25][cH:26]1.[OH-:40].[Ru:46]([Cl:47])[Cl:48].[cH:49]1[cH:50][cH:51][cH:52][cH:53][cH:54]1>>[CH3:27][O:28][c:29]1[cH:30][cH:31][cH:32][c:33]2[c:38]1[CH2:37][CH:36]([OH:39])[CH2:35][CH2:34]2. Reactants: ice water, CC(=C)C(OC(=O)C)OC(=O)C (Methallylidene diacetate), C1=CC2=C(C=CC3=C2C(=C1)C(=O)OC3=O)N (4-amino-1,8-naphthalic anhydride), ferrous sulfate heptahydrate, S(O)(O)(=O)=O (sulfuric acid), [N+](=O)([O-])C1=CC=CC=C1 (nitrobenzene). The solvent is O (water), C(C)(=O)O (acetic acid). Conditions: time 1 hour. Yields the product CC1=CN=C2C=3C=CC=C4C3C(=CC2=C1)C(=O)OC4=O (7-Methyl-5-azaphenanthrene-1,10-dicarboxylic Anhydride). The yield is 93.7%. RXN SMILES: [CH:1]1[CH:10]=[C:9]2[C:11]([O:13][C:14](=[O:15])[C:7]3=[C:8]2[C:3](=[C:4]([NH2:16])[CH:5]=[CH:6]3)[CH:2]=1)=[O:12].S(=O)(=O)(O)O.[N+](C1C=CC=CC=1)([O-])=O.[CH3:31][C:32]([CH:34](OC(C)=O)OC(C)=O)=[CH2:33]>C(O)(=O)C.O>[CH3:34][C:32]1[CH:33]=[C:5]2[C:4]([C:3]3[CH:2]=[CH:1][CH:10]=[C:9]4[C:11](=[O:12])[O:13][C:14](=[O:15])[C:7](=[CH:6]2)[C:8]=34)=[N:16][CH:31]=1. Reported procedure: A mixture of 4-amino-1,8-naphthalic anhydride (Okazaki, M.; Ishikawa, N. Yuki Gosei Kagaku Kyokai Shi 1956, 14, 398; Chem. Abstr. 1957, 51, 8051c) (28.0 g, 131 mmol), ferrous sulfate heptahydrate (7.20 g, 25.8 mmol), concentrated sulfuric acid (13 mL, 234 mmol), and nitrobenzene (27.0 mL, 262 mmol) in acetic acid (260 mL) was heated to reflux. Methallylidene diacetate (43.5 mL, 262 mmol) was added dropwise over a period of 2.5 h using an addition funnel. After the addition was complete, the reac... Reactants: NC=1C(=NC=CC1)NCC1=CC=C(C=C1)Cl (3-amino-2-(4-chloro- benzyl)aminopyridine), II (iodine), O=CCOC1=CC=C(CC2C(NC(S2)=O)=O)C=C1 (5-[4-(2-oxoethoxy)benzyl]-thiazolidine-2,4-dione), C(C)O (ethanol). Run in COCCOC (1,2-dimethoxyethane), C(C)(=O)O (acetic acid). The product is ClC1=CC=C(CN2C(=NC=3C2=NC=CC3)COC3=CC=C(CC2C(NC(S2)=O)=O)C=C3)C=C1 (5-(4-{3-(4-Chlorobenzyl)imidazo[5,4-b]pyridin-2-yl-methoxy}benzyl)thiazolidine-2,4-dione). As a reaction SMILES: [NH2:1][C:2]1[C:3]([NH:8][CH2:9][C:10]2[CH:15]=[CH:14][C:13]([Cl:16])=[CH:12][CH:11]=2)=[N:4][CH:5]=[CH:6][CH:7]=1.O=[CH:18][CH2:19][O:20][C:21]1[CH:34]=[CH:33][C:24]([CH2:25][CH:26]2[S:30][C:29](=[O:31])[NH:28][C:27]2=[O:32])=[CH:23][CH:22]=1.C(O)C.II>COCCOC.C(O)(=O)C>[Cl:16][C:13]1[CH:14]=[CH:15][C:10]([CH2:9][N:8]2[C:3]3=[N:4][CH:5]=[CH:6][CH:7]=[C:2]3[N:1]=[C:18]2[CH2:19][O:20][C:21]2[CH:22]=[CH:23][C:24]([CH2:25][CH:26]3[S:30][C:29](=[O:31])[NH:28][C:27]3=[O:32])=[CH:33][CH:34]=2)=[CH:11][CH:12]=1. Procedure details: A procedure similar to that described in Example 18 was repeated, except that 1.20 g of 3-amino-2-(4-chloro- benzyl)aminopyridine (prepared as descried in Preparation 53), 1.36 g of 5-[4-(2-oxoethoxy)benzyl]-thiazolidine-2,4-dione (prepared as described in Preparation 47), 3 ml of ethanol, 3 ml of acetic acid, 1.69 g of iodine and 25 ml of 1,2-dimethoxyethane were used, to give the title compound as a crude product. This crude product was purified by column chromatography through silica gel, usi... Starting materials: OC1=CC=C(C=C1)C1=CC=C(C(=O)OC)C=C1 (methyl 4-(4′-hydroxyphenyl)benzoate), C([O-])([O-])=O.[K+].[K+] (potassium carbonate), C(C=C)Br (allyl bromide), ice water. The solvent is CN(C=O)C (N,N-dimethylformamide). Conditions: temperature 60 celsius. Product: C(C=C)OC1=CC=C(C=C1)C1=CC=C(C(=O)OC)C=C1 (methyl 4-[4′-(allyloxy) phenyl]benzoate). RXN SMILES: [OH:1][C:2]1[CH:7]=[CH:6][C:5]([C:8]2[CH:17]=[CH:16][C:11]([C:12]([O:14][CH3:15])=[O:13])=[CH:10][CH:9]=2)=[CH:4][CH:3]=1.C(=O)([O-])[O-].[K+].[K+].[CH2:24](Br)[CH:25]=[CH2:26]>CN(C)C=O>[CH2:26]([O:1][C:2]1[CH:3]=[CH:4][C:5]([C:8]2[CH:17]=[CH:16][C:11]([C:12]([O:14][CH3:15])=[O:13])=[CH:10][CH:9]=2)=[CH:6][CH:7]=1)[CH:25]=[CH2:24] |f:1.2.3|. Procedure details: A solution of methyl 4-(4′-hydroxyphenyl)benzoate (5 g) in N,N-dimethylformamide (50 ml) was treated with potassium carbonate (6.06 g) and allyl bromide (2.46 ml), then heated at 60° C. for 3 hours. After cooling, the reaction mixture was poured into ice-water (˜200 ml) and the resulting precipitate was collected by filtration, washed with water, then isopropyl ether, then dried to give methyl 4-[4′-(allyloxy) phenyl]benzoate (5.55 g) as a solid.